Dataset: the Open Reaction Database (ORD), a public repository of structured organic reaction records. Task: describe an organic reaction: reactants, conditions, products, and yield Starting materials: [Br-], C1CCOC1, CC(C)S(=O)(=O)NC1CCCC1=O, [Cl-], Fc1ccc([Mg+])cc1, [NH4+], O. Product: CC(C)S(=O)(=O)NC1CCCC1(O)c1ccc(F)cc1. RXN SMILES: [Br-:14].[CH2:25]1[O:26][CH2:27][CH2:28][CH2:29]1.[CH3:1][CH:2]([CH3:3])[S:4](=[O:5])(=[O:6])[NH:7][CH:8]1[C:9](=[O:13])[CH2:10][CH2:11][CH2:12]1.[Cl-:23].[F:15][c:16]1[cH:17][cH:18][c:19]([Mg+:22])[cH:20][cH:21]1.[NH4+:24].[OH2:30]>>[CH3:1][CH:2]([CH3:3])[S:4](=[O:5])(=[O:6])[NH:7][CH:8]1[C:9]([OH:13])([c:19]2[cH:18][cH:17][c:16]([F:15])[cH:21][cH:20]2)[CH2:10][CH2:11][CH2:12]1. Starting materials: ClC=1C(=NC=C(C1)C(F)(F)F)N1N=C(C(=C1)C(O)C1CCCCC1)C ({1-[3-chloro-5-(trifluoromethyl)pyridin-2-yl]-3-methyl-1H-pyrazol-4-yl}(cyclohexyl)methanol), NC1=CC=C(C=C1)C(=O)NCCC(=O)OCC (ethyl 3-{[(4-aminophenyl)carbonyl]amino}propanoate). Yields the product ClC=1C(=NC=C(C1)C(F)(F)F)N1N=C(C(=C1)C(C1CCCCC1)NC1=CC=C(C=C1)C(=O)NCCC(=O)O)C (3-{[(4-{[{1-[3-chloro-5-(trifluoromethyl)pyridin-2-yl]-3-methyl-1H-pyrazol-4-yl}(cyclohexyl)methyl]amino}phenyl)carbonyl]amino}propanoic acid). Yield: 9.9%. As a reaction SMILES: [Cl:1][C:2]1[C:3]([N:12]2[CH:16]=[C:15]([CH:17]([CH:19]3[CH2:24][CH2:23][CH2:22][CH2:21][CH2:20]3)O)[C:14]([CH3:25])=[N:13]2)=[N:4][CH:5]=[C:6]([C:8]([F:11])([F:10])[F:9])[CH:7]=1.[NH2:26][C:27]1[CH:32]=[CH:31][C:30]([C:33]([NH:35][CH2:36][CH2:37][C:38]([O:40]CC)=[O:39])=[O:34])=[CH:29][CH:28]=1>>[Cl:1][C:2]1[C:3]([N:12]2[CH:16]=[C:15]([CH:17]([NH:26][C:27]3[CH:28]=[CH:29][C:30]([C:33]([NH:35][CH2:36][CH2:37][C:38]([OH:40])=[O:39])=[O:34])=[CH:31][CH:32]=3)[CH:19]3[CH2:24][CH2:23][CH2:22][CH2:21][CH2:20]3)[C:14]([CH3:25])=[N:13]2)=[N:4][CH:5]=[C:6]([C:8]([F:11])([F:10])[F:9])[CH:7]=1. Procedure: Using {1-[3-chloro-5-(trifluoromethyl)pyridin-2-yl]-3-methyl-1H-pyrazol-4-yl}(cyclohexyl)methanol (0.74 g) synthesized above and ethyl 3-{[(4-aminophenyl)carbonyl]amino}propanoate (0.57 g) synthesized in Example 1(2) and in the same manner as in Example 1(7), the title object compound (0.11 g, 10%) was obtained as an amorphous pale-yellow solid. Yields the product OC1CCN(c2ccc(C(F)(F)F)cc2C(F)(F)F)C1. The reactants are FC(F)(F)c1ccc(Br)c(C(F)(F)F)c1, O=C([O-])[O-], Cc1ccccc1, [Cs+], [Cs+], CC(=O)[O-], CC(=O)[O-], O, OC1CCNC1, [Pd+2], c1ccc(P(c2ccccc2)c2ccc3ccccc3c2-c2c(P(c3ccccc3)c3ccccc3)ccc3ccccc23)cc1. Reaction SMILES: [Br:1][c:2]1[c:3]([C:12]([F:13])([F:14])[F:15])[cH:4][c:5]([C:8]([F:9])([F:10])[F:11])[cH:6][cH:7]1.[C:68](=[O:69])([O-:70])[O-:71].[CH3:74][c:75]1[cH:76][cH:77][cH:78][cH:79][cH:80]1.[Cs+:72].[Cs+:73].[O-:82][C:83]([CH3:84])=[O:85].[O-:86][C:87]([CH3:88])=[O:89].[OH2:90].[OH:16][CH:17]1[CH2:18][NH:19][CH2:20][CH2:21]1.[Pd+2:81].[c:22]1([P:23]([c:24]2[cH:25][cH:26][cH:27][cH:28][cH:29]2)[c:30]2[cH:31][cH:32][c:33]3[c:34]([cH:35][cH:36][cH:37][cH:38]3)[c:39]2-[c:40]2[c:41]3[c:42]([cH:43][cH:44][cH:45][cH:46]3)[cH:47][cH:48][c:49]2[P:50]([c:51]2[cH:52][cH:53][cH:54][cH:55][cH:56]2)[c:57]2[cH:58][cH:59][cH:60][cH:61][cH:62]2)[cH:63][cH:64][cH:65][cH:66][cH:67]1>>[c:2]1([N:19]2[CH2:18][CH:17]([OH:16])[CH2:21][CH2:20]2)[c:3]([C:12]([F:13])([F:14])[F:15])[cH:4][c:5]([C:8]([F:9])([F:10])[F:11])[cH:6][cH:7]1. Reactants: O=C([O-])[O-], CC1(C)Cc2cc(O)c3c(c2C(c2ccccc2)=N1)CC(C)(C)O3, CN(C)C=O, C=C(C)CCl, [K+], [K+], O. Product: C=C(C)COc1cc2c(c3c1OC(C)(C)C3)C(c1ccccc1)=NC(C)(C)C2, Cl. RXN SMILES: [C:30](=[O:31])([O-:32])[O-:33].[CH3:1][C:2]1([CH3:24])[N:3]=[C:4]([c:18]2[cH:19][cH:20][cH:21][cH:22][cH:23]2)[c:5]2[c:6]3[c:7]([c:8]([OH:12])[cH:9][c:10]2[CH2:11]1)[O:13][C:14]([CH3:16])([CH3:17])[CH2:15]3.[CH3:37][N:38]([CH3:39])[CH:40]=[O:41].[Cl:25][CH2:26][C:27](=[CH2:28])[CH3:29].[K+:34].[K+:35].[OH2:36]>>[CH3:1][C:2]1([CH3:24])[N:3]=[C:4]([c:18]2[cH:19][cH:20][cH:21][cH:22][cH:23]2)[c:5]2[c:6]3[c:7]([c:8]([O:12][CH2:28][C:27](=[CH2:26])[CH3:29])[cH:9][c:10]2[CH2:11]1)[O:13][C:14]([CH3:16])([CH3:17])[CH2:15]3.[ClH:25]. Reactants: CN1CCOCC1, CCOCC(=O)Cl, ClCCl, NNC(=O)c1ccc(Cl)nc1. Yields the product CCOCC(=O)NNC(=O)c1ccc(Cl)nc1. As a reaction SMILES: [CH3:19][N:20]1[CH2:21][CH2:22][O:23][CH2:24][CH2:25]1.[CH3:1][CH2:2][O:3][CH2:4][C:5](=[O:6])[Cl:7].[Cl:26][CH2:27][Cl:28].[Cl:8][c:9]1[n:10][cH:11][c:12]([C:13](=[O:14])[NH:15][NH2:16])[cH:17][cH:18]1>>[CH3:1][CH2:2][O:3][CH2:4][C:5](=[O:6])[NH:16][NH:15][C:13]([c:12]1[cH:11][n:10][c:9]([Cl:8])[cH:18][cH:17]1)=[O:14].